Dataset: the Open Reaction Database (ORD), a public repository of structured organic reaction records. Task: describe an organic reaction: reactants, conditions, products, and yield Reactants: [Ar], CCOC(=O)c1c[nH]c2c(Cl)ncnc12, C1CCC(P(C2CCCCC2)C2CCCCC2)CC1, COCOc1cc(OCC2CC2)c(B2OC(C)(C)C(C)(C)O2)cc1F, CC(=O)[O-], CC(=O)[O-], O, [Pd+2]. Yields the product CCOC(=O)c1c[nH]c2c(-c3cc(F)c(OCOC)cc3OCC3CC3)ncnc12. As a reaction SMILES: [Ar:61].[CH2:21]([CH3:22])[O:23][C:24](=[O:25])[c:26]1[cH:27][nH:28][c:29]2[c:30]1[n:31][cH:32][n:33][c:34]2[Cl:35].[CH:1]1([P:2]([CH:3]2[CH2:4][CH2:5][CH2:6][CH2:7][CH2:8]2)[CH:9]2[CH2:10][CH2:11][CH2:12][CH2:13][CH2:14]2)[CH2:15][CH2:16][CH2:17][CH2:18][CH2:19]1.[CH:36]1([CH2:39][O:40][c:41]2[c:42]([B:52]3[O:53][C:54]([CH3:55])([CH3:56])[C:57]([CH3:58])([CH3:59])[O:60]3)[cH:43][c:44]([F:51])[c:45]([O:47][CH2:48][O:49][CH3:50])[cH:46]2)[CH2:37][CH2:38]1.[O-:63][C:64]([CH3:65])=[O:66].[O-:67][C:68]([CH3:69])=[O:70].[O:20].[Pd+2:62]>>[CH2:21]([CH3:22])[O:23][C:24](=[O:25])[c:26]1[cH:27][nH:28][c:29]2[c:30]1[n:31][cH:32][n:33][c:34]2-[c:42]1[c:41]([O:40][CH2:39][CH:36]2[CH2:37][CH2:38]2)[cH:46][c:45]([O:47][CH2:48][O:49][CH3:50])[c:44]([F:51])[cH:43]1. Starting materials: O=C=NC1CC1, ClCCl, c1ccncc1, Nc1ccc2c(c1)c(-c1nc3ccccc3[nH]1)nn2C1CCCCO1. Yields the product O=C(Nc1ccc2c(c1)c(-c1nc3ccccc3[nH]1)nn2C1CCCCO1)NC1CC1. RXN SMILES: [CH:1]1([N:4]=[C:5]=[O:6])[CH2:2][CH2:3]1.[Cl:38][CH2:39][Cl:40].[cH:32]1[cH:33][cH:34][n:35][cH:36][cH:37]1.[nH:7]1[c:8](-[c:16]2[n:17][n:18]([CH:26]3[O:27][CH2:28][CH2:29][CH2:30][CH2:31]3)[c:19]3[cH:20][cH:21][c:22]([NH2:25])[cH:23][c:24]23)[n:9][c:10]2[c:11]1[cH:12][cH:13][cH:14][cH:15]2>>[CH:1]1([NH:4][C:5](=[O:6])[NH:25][c:22]2[cH:21][cH:20][c:19]3[n:18]([CH:26]4[O:27][CH2:28][CH2:29][CH2:30][CH2:31]4)[n:17][c:16](-[c:8]4[n:7][c:11]5[c:10]([nH:9]4)[cH:15][cH:14][cH:13][cH:12]5)[c:24]3[cH:23]2)[CH2:2][CH2:3]1. Starting materials: CC(=O)N1CCN(c2ccc(-c3ccn[nH]3)cc2)CC1, Cl, [Na+], [OH-]. Product: c1cc(-c2ccc(N3CCNCC3)cc2)[nH]n1. As a reaction SMILES: [C:1](=[O:2])([CH3:3])[N:4]1[CH2:5][CH2:6][N:7]([c:10]2[cH:11][cH:12][c:13](-[c:16]3[cH:17][cH:18][n:19][nH:20]3)[cH:14][cH:15]2)[CH2:8][CH2:9]1.[ClH:23].[Na+:22].[OH-:21]>>[NH:4]1[CH2:5][CH2:6][N:7]([c:10]2[cH:11][cH:12][c:13](-[c:16]3[cH:17][cH:18][n:19][nH:20]3)[cH:14][cH:15]2)[CH2:8][CH2:9]1. Starting materials: C1=C2C3=C(C=[N+](C2=CC=C1)[O-])N=C1N3OCC1 (8,9-dihydroisoxazolo[2′,3′:1,2]imidazo[4,5-c]quinoline 5-oxide), [NH4+].[OH-] (NH4OH), C1(=CC=C(C=C1)S(=O)(=O)Cl)C (p-toluenesulfonyl chloride). The solvent is ClCCl (dichloromethane), ClCCl (dichloromethane). Conditions: time 5 minute. Product: C1=C2C3=C(C(=NC2=CC=C1)N)N=C1N3OCC1 (8,9-dihydroisoxazolo[2′,3′:1,2]imidazo[4,5-c]quinolin-6-amine). Reaction SMILES: [CH:1]1[CH:10]=[CH:9][CH:8]=[C:7]2[C:2]=1[C:3]1[N:14]3[O:15][CH2:16][CH2:17][C:13]3=[N:12][C:4]=1[CH:5]=[N+:6]2[O-].[NH4+:18].[OH-].C1(C)C=CC(S(Cl)(=O)=O)=CC=1>ClCCl>[CH:1]1[CH:10]=[CH:9][CH:8]=[C:7]2[C:2]=1[C:3]1[N:14]3[O:15][CH2:16][CH2:17][C:13]3=[N:12][C:4]=1[C:5]([NH2:18])=[N:6]2 |f:1.2|. Procedure: A solution of 8,9-dihydroisoxazolo[2′,3′:1,2]imidazo[4,5-c]quinoline 5-oxide (0.0499 g, 0.220 mmol) in dichloromethane from the previous step was treated with 1.5 mL of concentrated aqueous NH4OH solution. The mixture was stirred rapidly and then p-toluenesulfonyl chloride (0.046 g, 0.242 mmol) was carefully added. Rapid stirring was continued for 5 minutes. The reaction mixture was then diluted with more dichloromethane, washed successively with dilute aqueous K2CO3, H2O and brine, dried over N... The reactants are ClCC(=O)NC1=CC2=C(N=C(OC2)N[C@@H]2CCCC3=CC=CC=C23)C=C1 (2-Chloro-N-{2-[(R)-(1,2,3,4-tetrahydro-naphthalen-1-yl)amino]-4H-benzo[d][1,3]oxazin-6-yl}-acetamide), COCCN (2-methoxyethylamine). The product is COCCNCC(=O)NC1=CC2=C(N=C(OC2)N[C@@H]2CCCC3=CC=CC=C23)C=C1 (2-(2-Methoxy-ethylamino)-N-{2-[(R)-(1,2,3,4-tetrahydro-naphthalen-1-yl)amino]-4H-benzo[d][1,3]oxazin-6-yl}-acetamide). Isolated yield 94.1%. RXN SMILES: Cl[CH2:2][C:3]([NH:5][C:6]1[CH:26]=[CH:25][C:9]2[N:10]=[C:11]([NH:14][C@H:15]3[C:24]4[C:19](=[CH:20][CH:21]=[CH:22][CH:23]=4)[CH2:18][CH2:17][CH2:16]3)[O:12][CH2:13][C:8]=2[CH:7]=1)=[O:4].[CH3:27][O:28][CH2:29][CH2:30][NH2:31]>>[CH3:27][O:28][CH2:29][CH2:30][NH:31][CH2:2][C:3]([NH:5][C:6]1[CH:26]=[CH:25][C:9]2[N:10]=[C:11]([NH:14][C@H:15]3[C:24]4[C:19](=[CH:20][CH:21]=[CH:22][CH:23]=4)[CH2:18][CH2:17][CH2:16]3)[O:12][CH2:13][C:8]=2[CH:7]=1)=[O:4]. Procedure details: Prepared from 2-chloro-N-{2-[(R)-(1,2,3,4-tetrahydro-naphthalen-1-yl)amino]-4H-benzo[d][1,3]oxazin-6-yl}-acetamide (Example 38 step A) (150 mg, 0.406 mmol, HPLC 1.185 min) and 2-methoxyethylamine (700 ul, 8.1 mmol) according to the procedure described for Example 3 step B. Obtained the title compound as an off-white solid (156 mg, 94%, HPLC 0.576 min), MS (ISP) m/e=409.3 [(M+H)+].